From a dataset of the Open Reaction Database (ORD), a public repository of structured organic reaction records. describe an organic reaction: reactants, conditions, products, and yield The reactants are C[N+]1([O-])CCOCC1, CC#N, O, CC(=O)NCCC1CCc2ccc3nc(CCC(C)O)oc3c21. Product: CC(=O)CCc1nc2ccc3c(c2o1)C(CCNC(C)=O)CC3. RXN SMILES: [CH3:24][N+:25]1([O-:26])[CH2:27][CH2:28][O:29][CH2:30][CH2:31]1.[CH3:33][C:34]#[N:35].[OH2:32].[OH:1][CH:2]([CH2:3][CH2:4][c:5]1[o:6][c:7]2[c:8]([n:9]1)[cH:10][cH:11][c:12]1[c:16]2[CH:15]([CH2:17][CH2:18][NH:19][C:20]([CH3:21])=[O:22])[CH2:14][CH2:13]1)[CH3:23]>>[O:1]=[C:2]([CH2:3][CH2:4][c:5]1[o:6][c:7]2[c:8]([n:9]1)[cH:10][cH:11][c:12]1[c:16]2[CH:15]([CH2:17][CH2:18][NH:19][C:20]([CH3:21])=[O:22])[CH2:14][CH2:13]1)[CH3:23]. Starting materials: NC(C#N)(CN1N=C2C(=N1)C=C(C=C2Cl)OC)C (2-amino-3-(4-chloro-6-methoxy-2H-benzotriazol-2-yl)-2-methylpropionitrile), FC(C1=CC=C(C(=S)Cl)C=C1)(F)F (4-trifluoromethylthiobenzoyl chloride). Yields the product ClC1=CC(=CC2=NN(N=C21)CC(C)(C#N)NC(C2=CC=C(C=C2)C(F)(F)F)=S)OC (N-[2-(4-Chloro-6-methoxy-2H-benzotriazol-2-yl)-1-cyano-1-methylethyl]-4-trifluoromethylthiobenzamide), solid. Isolated yield 51.0%. RXN SMILES: [NH2:1][C:2]([CH3:18])([CH2:5][N:6]1[N:10]=[C:9]2[CH:11]=[C:12]([O:16][CH3:17])[CH:13]=[C:14]([Cl:15])[C:8]2=[N:7]1)[C:3]#[N:4].[F:19][C:20]([F:31])([F:30])[C:21]1[CH:29]=[CH:28][C:24]([C:25](Cl)=[S:26])=[CH:23][CH:22]=1>>[Cl:15][C:14]1[C:8]2[C:9](=[N:10][N:6]([CH2:5][C:2]([NH:1][C:25](=[S:26])[C:24]3[CH:23]=[CH:22][C:21]([C:20]([F:19])([F:30])[F:31])=[CH:29][CH:28]=3)([C:3]#[N:4])[CH3:18])[N:7]=2)[CH:11]=[C:12]([O:16][CH3:17])[CH:13]=1. Procedure details: Using a procedure similar to that described in Example 1, except using 2-amino-3-(4-chloro-6-methoxy-2H-benzotriazol-2-yl)-2-methylpropionitrile (50 mg, described in Example 42) and 4-trifluoromethylthiobenzoyl chloride (0.04 mL), the title compound was isolated as a white solid (45 mg, 51%). MS (ES): M/Z [M+H]=470. 1H NMR: (400 MHz, DICHLOROMETHANE-d2): 1.86 (s, 3H), 3.88 (s, 3H), 5.11 (d, J=13.9 Hz, 1H), 5.36 (d, J=13.9 Hz, 1H), 7.05 (d, J=2.1 Hz, 1H), 7.20 (d, J=2.0 Hz, 1H), 7.72 (s, 1H), 7.7... Reactants: CC1=CC(NC2=NC=CC=C12)=O (4-methyl-1,8-naphthyridin-2(1H)-one), O=P(Cl)(Cl)Cl (POCl3). The solvent is C1(=CC=CC=C1)C (toluene). Run at temperature 120 celsius. The product is ClC1=NC2=NC=CC=C2C(=C1)C (2-chloro-4-methyl-1,8-naphthyridine). Yield: 67.0%. As a reaction SMILES: [CH3:1][C:2]1[C:11]2[C:6](=[N:7][CH:8]=[CH:9][CH:10]=2)[NH:5][C:4](=O)[CH:3]=1.O=P(Cl)(Cl)[Cl:15]>C1(C)C=CC=CC=1>[Cl:15][C:4]1[CH:3]=[C:2]([CH3:1])[C:11]2[C:6](=[N:7][CH:8]=[CH:9][CH:10]=2)[N:5]=1. Procedure: To a solution of 4-methyl-1,8-naphthyridin-2(1H)-one (440 mg, 2.75 mmol) in toluene was added 302 uL of POCl3 (1.2 eq). The resulting mixture was refluxed at 120° C. for 3 hours. After cooling to room temperature the reaction mixture was quenched into ice-H2O and extracted with EtOAc (3×10 mL). The combined organic extracts was washed with H2O (2×15 mL), brine (1×20 mL), and then dried over MgSO4. Concentration and purification by MPLC gave the desired 2-chloro-4-methyl-1,8-naphthyridine (330 mg... Reactants: [BH4-], CC(C)=CCCC(C)=CCOc1ccc([N+](=O)[O-])cc1, CCO, [Na+], [Na+], [OH-], O. Product: CCOC(C)(C)CCCC(C)=CCOc1ccc([N+](=O)[O-])cc1. RXN SMILES: [BH4-:23].[CH2:1]([CH:2]=[C:3]([CH3:4])[CH2:5][CH2:6][CH:7]=[C:8]([CH3:9])[CH3:10])[O:11][c:12]1[cH:13][cH:14][c:15]([N+:18](=[O:19])[O-:20])[cH:16][cH:17]1.[CH3:25][CH2:26][OH:27].[Na+:22].[Na+:24].[OH-:21].[OH2:28]>>[CH2:1]([CH:2]=[C:3]([CH3:4])[CH2:5][CH2:6][CH2:7][C:8]([CH3:9])([CH3:10])[O:27][CH2:26][CH3:25])[O:11][c:12]1[cH:13][cH:14][c:15]([N+:18](=[O:19])[O-:20])[cH:16][cH:17]1. The reactants are C(C)(CC)[Li] (sec-butyllithium), C(CC=C)[C@@H]1CC[C@H](CC1)COC1=C(C(=CC=C1)F)F (1-((trans-4-(3-butenyl)cyclohexyl)methoxy)-2,3-difluorobenzene), OO (hydrogen peroxide), B(OC)(OC)OC (trimethyl borate), Cl (hydrochloric acid). Run in C1(=CC=CC=C1)C (Toluene), CCCCCC (hexane), C1CCCCC1 (cyclohexane), C1CCOC1 (THF). Reaction conditions: time 30 minute. The product is C(CC=C)[C@@H]1CC[C@H](CC1)COC1=C(C(=C(C=C1)O)F)F (4-((trans-4-(3-butenyl)cyclohexyl)methoxy)-2,3-difluorophenol). As a reaction SMILES: [CH2:1]([C@H:5]1[CH2:10][CH2:9][C@H:8]([CH2:11][O:12][C:13]2[CH:18]=[CH:17][CH:16]=[C:15]([F:19])[C:14]=2[F:20])[CH2:7][CH2:6]1)[CH2:2][CH:3]=[CH2:4].C([Li])(CC)C.B(OC)(OC)[O:27]C.OO.Cl>C1COCC1.C1(C)C=CC=CC=1.CCCCCC.C1CCCCC1>[CH2:1]([C@H:5]1[CH2:10][CH2:9][C@H:8]([CH2:11][O:12][C:13]2[CH:18]=[CH:17][C:16]([OH:27])=[C:15]([F:19])[C:14]=2[F:20])[CH2:7][CH2:6]1)[CH2:2][CH:3]=[CH2:4]. Procedure details: 3 g of 1-((trans-4-(3-butenyl)cyclohexyl)methoxy)-2,3-difluorobenzene was dissolved in 30 mL of THF, and 11.7 mL of sec-butyllithium (1.01 M cyclohexane, a hexane solution) was added dropwise thereto at an internal temperature of −40 to −60° C. Then, the solution was stirred for 30 min. To this solution, 1.3 g of trimethyl borate was added, and the solution was heated to room temperature. Then, 1.8 mL of 30% hydrogen peroxide solution was added thereto, and the solution was stirred at 40° C. for... The reactants are FC(C(=O)C(F)(F)F)(F)F (hexafluoroacetone), OCC(O)CO (glycerol), hemiketal, FC(C(=O)C(F)(F)F)(F)F (hexafluoroacetone). The solvent is COCCOC (ethylene glycol dimethyl ether), COCCOC (ethylene glycol dimethyl ether). Product: FC(C1(OCC(O1)CO)C(F)(F)F)(F)F (2,2-bis(trifluoromethyl)-4-hydroxymethyl-1,3-dioxolane). Reaction SMILES: [F:1][C:2]([F:10])([F:9])[C:3]([C:5]([F:8])([F:7])[F:6])=[O:4].[OH:11][CH2:12][CH:13]([CH2:15]O)[OH:14]>COCCOC>[F:1][C:2]([F:10])([F:9])[C:3]1([C:5]([F:8])([F:7])[F:6])[O:14][CH:13]([CH2:12][OH:11])[CH2:15][O:4]1. Procedure: In a 4 L round bottom flask, hexafluoroacetone (99.7 g; 0.6 moles) was condensed at 0° C. into a well stirred solution of glycerol (55.3 g; 0.6 moles) in 500 mL of anhydrous ethylene glycol dimethyl ether. After the addition of hexafluoroacetone was complete, the solution was allowed to warmn to ambient temperature. Next, a solution of 1,3-dieyclohexylcarbodiimide (136.2 g; 0.66 moles) in 2 L of anhydrous ethylene glycol dimethyl ether was added slowly to the resulting hemiketal solution over a ... The reactants are CCO, CCOC(=O)C=Cc1ccc(F)cc1F, [H][H]. The product is CCOC(=O)CCc1ccc(F)cc1F. RXN SMILES: [CH3:18][CH2:19][OH:20].[F:1][c:2]1[c:3]([CH:9]=[CH:10][C:11](=[O:12])[O:13][CH2:14][CH3:15])[cH:4][cH:5][c:6]([F:8])[cH:7]1.[H:16][H:17]>>[F:1][c:2]1[c:3]([CH2:9][CH2:10][C:11](=[O:12])[O:13][CH2:14][CH3:15])[cH:4][cH:5][c:6]([F:8])[cH:7]1. Starting materials: CC(C)(C)NC(=O)C1CCCN1C(=O)OC(C)(C)C, Cl, C1COCCO1. Yields the product Cl, CC(C)(C)NC(=O)C1CCCN1. Reaction SMILES: [C:1]([O:2][C:3](=[O:4])[N:8]1[CH:9]([C:10](=[O:11])[NH:12][C:13]([CH3:14])([CH3:15])[CH3:16])[CH2:17][CH2:18][CH2:19]1)([CH3:5])([CH3:6])[CH3:7].[ClH:20].[O:21]1[CH2:22][CH2:23][O:24][CH2:25][CH2:26]1>>[ClH:20].[NH:8]1[CH:9]([C:10](=[O:11])[NH:12][C:13]([CH3:14])([CH3:15])[CH3:16])[CH2:17][CH2:18][CH2:19]1. Starting materials: ClC=1C(C(OC(C1)OC)C)=O (4-chloro-6-methoxy-2-methyl-2H-pyran-3(6H)-one), C(C)(=O)O (acetic acid). The product is CC1=C(C(=O)C=CO1)O (Maltol). The yield is 65.0%. As a reaction SMILES: Cl[C:2]1[C:3](=[O:11])[CH:4]([CH3:10])[O:5][CH:6](OC)[CH:7]=1.C(O)(=[O:14])C>>[CH3:10][C:4]1[O:5][CH:6]=[CH:7][C:2](=[O:14])[C:3]=1[OH:11]. Procedure details: To a round bottom flask equipped with a stirring bar and a condenser was added 4-chloro-6-methoxy-2-methyl-2H-pyran-3(6H)-one and acetic acid and the reaction mixture heated to reflux for an hour. Maltol (65%) was obtained on cooling.